This data is from the Open Reaction Database (ORD), a public repository of structured organic reaction records. The task is: describe an organic reaction: reactants, conditions, products, and yield Run in C(Cl)Cl (methylene chloride), C(Cl)Cl (methylene chloride). RXN SMILES: [CH3:1][C:2]1[CH:7]=[C:6]([Cl:8])[C:5]([CH2:9][CH2:10][CH2:11][CH3:12])=[C:4]([Cl:13])[N:3]=1.ClC1C=CC=C(C(OO)=[O:22])C=1>C(Cl)Cl>[CH3:1][C:2]1[CH:7]=[C:6]([Cl:8])[C:5]([CH2:9][CH2:10][CH2:11][CH3:12])=[C:4]([Cl:13])[N+:3]=1[O-:22]. The product is CC1=[N+](C(=C(C(=C1)Cl)CCCC)Cl)[O-] (2-Methyl-4,6-dichloro-5-n-butyl-pyridine-N-oxide). Starting materials: ClC1=CC(=CC=C1)C(=O)OO (m-chloroperbenzoic acid), 21, CC1=NC(=C(C(=C1)Cl)CCCC)Cl (2-methyl-4,6-dichloro-5-n-butyl-pyridine). Reported procedure: 66 g of 2-methyl-4,6-dichloro-5-n-butyl-pyridine are dissolved in 600 ml of methylene chloride and a solution of 66 g of 85% strength m-chloroperbenzoic acid in 600 ml of methylene chloride is added dropwise over the course of 21/2 hours whilst stirring. Thereafter, the mixture is stirred for a further 48 hours at room temperature. The reaction solution is extracted by shaking with aqueous ferrous sulphate solution and with 2 N sodium carbonate solution. The methylene chloride solution is dried ... The reactants are Cn1c(O)nc(-c2ccncc2)c(-c2cccc(Br)c2)c1=O, ClCCl, [Na+], O=C([O-])O, O=P(Cl)(Cl)Cl. Yields the product Cn1c(Cl)nc(-c2ccncc2)c(-c2cccc(Br)c2)c1=O. Reaction SMILES: [Br:1][c:2]1[cH:3][c:4](-[c:8]2[c:9](=[O:22])[n:10]([CH3:21])[c:11]([OH:20])[n:12][c:13]2-[c:14]2[cH:15][cH:16][n:17][cH:18][cH:19]2)[cH:5][cH:6][cH:7]1.[Cl:33][CH2:34][Cl:35].[Na+:32].[O-:28][C:29]([OH:30])=[O:31].[P:23]([Cl:24])([Cl:25])([Cl:26])=[O:27]>>[Br:1][c:2]1[cH:3][c:4](-[c:8]2[c:9](=[O:22])[n:10]([CH3:21])[c:11]([Cl:25])[n:12][c:13]2-[c:14]2[cH:15][cH:16][n:17][cH:18][cH:19]2)[cH:5][cH:6][cH:7]1. The reactants are OC1=C(C(=NC=2N1N=C(C2)C)C)CCCCCCCC (7-hydroxy-2,5-dimethyl-6-n-octylpyrazolo[1,5-a]pyrimidine), O=P(Cl)(Cl)Cl (phosphorus oxytrichloride). Yields the product ClC1=C(C(=NC=2N1N=C(C2)C)C)CCCCCCCC (7-chloro-2,5-dimethyl-6-n-octylpyrazolo[1,5-a]-pyrimidine). RXN SMILES: O[C:2]1[N:7]2[N:8]=[C:9]([CH3:11])[CH:10]=[C:6]2[N:5]=[C:4]([CH3:12])[C:3]=1[CH2:13][CH2:14][CH2:15][CH2:16][CH2:17][CH2:18][CH2:19][CH3:20].O=P(Cl)(Cl)[Cl:23]>>[Cl:23][C:2]1[N:7]2[N:8]=[C:9]([CH3:11])[CH:10]=[C:6]2[N:5]=[C:4]([CH3:12])[C:3]=1[CH2:13][CH2:14][CH2:15][CH2:16][CH2:17][CH2:18][CH2:19][CH3:20]. Procedure details: 190 g of the condensate obtained from (a), in 550 ml of phosphorus oxytrichloride, are refluxed for 1.5 hours, after which the excess phosphorus oxytrichloride is evaporated under reduced pressure and the residue is stirred with 500 ml of CH2Cl2 and 500 ml of ice water. The organic phase is separated off, washed with three times 100 ml of ice water, dried over sodium sulfate and filtered, the solvent is evaporated under reduced pressure, and 179 g of 7-chloro-2,5-dimethyl-6-n-octylpyrazolo-[1,5-... Procedure: Following the procedure for the preparation of 5-amino-1-(2-methoxyphenyl)-1H-pyrazole-4-carbonitrile but substituting 1-isopropylhydrazine provided the title compound. 400 MHz 1H NMR (CDCl3) δ 7.50 (s, 1H), 4.22-4.16 (m, 3H), 1.45 (d, J=6.6 Hz, 6H). MS: (M+H m/z=151.1). RXN SMILES: [NH2:1][C:2]1[N:6]([C:7]2[CH:12]=CC=C[C:8]=2OC)[N:5]=[CH:4][C:3]=1[C:15]#[N:16].C(NN)(C)C>>[NH2:1][C:2]1[N:6]([CH:7]([CH3:12])[CH3:8])[N:5]=[CH:4][C:3]=1[C:15]#[N:16]. Reactants: NC1=C(C=NN1C1=C(C=CC=C1)OC)C#N (5-amino-1-(2-methoxyphenyl)-1H-pyrazole-4-carbonitrile), C(C)(C)NN (1-isopropylhydrazine). The product is NC1=C(C=NN1C(C)C)C#N (5-amino-1-isopropyl-1H-pyrazole-4-carbonitrile). Reactants: COC(=O)C1=CC=C(C=C1)CBr (methyl 4-bromomethyl benzoate), C1(=CC=CC=C1)P(C1=CC=CC=C1)C1=CC=CC=C1 (triphenylphosphine). Run in C1(=CC=CC=C1)C (toluene). Reaction conditions: temperature 80 celsius. Yields the product [Br-].C(=O)(OC)C1=CC=C(C[P+](C2=CC=CC=C2)(C2=CC=CC=C2)C2=CC=CC=C2)C=C1 ((4-carbomethoxy)benzyltriphenylphosphonium bromide). Yield: 90.9%. As a reaction SMILES: [CH3:1][O:2][C:3]([C:5]1[CH:10]=[CH:9][C:8]([CH2:11][Br:12])=[CH:7][CH:6]=1)=[O:4].[C:13]1([P:19]([C:26]2[CH:31]=[CH:30][CH:29]=[CH:28][CH:27]=2)[C:20]2[CH:25]=[CH:24][CH:23]=[CH:22][CH:21]=2)[CH:18]=[CH:17][CH:16]=[CH:15][CH:14]=1>C1(C)C=CC=CC=1>[Br-:12].[C:3]([C:5]1[CH:10]=[CH:9][C:8]([CH2:11][P+:19]([C:20]2[CH:21]=[CH:22][CH:23]=[CH:24][CH:25]=2)([C:26]2[CH:31]=[CH:30][CH:29]=[CH:28][CH:27]=2)[C:13]2[CH:14]=[CH:15][CH:16]=[CH:17][CH:18]=2)=[CH:7][CH:6]=1)([O:2][CH3:1])=[O:4] |f:3.4|. Reported procedure: To a 2 L 3-neck round bottom flask fitted with a glass stopper, rubber septum, and reflux condenser with a nitrogen inlet tube, was added 64.90 g (283 mmol) methyl 4-bromomethyl benzoate, 81.74 g (311 mmol) triphenylphosphine, and 744 mL toluene. The solution was heated at 80° C. for 5 h. After cooling to room temperature, the reaction vessel was placed in an ice bath. The resulting precipitate was filtered, washed with toluene, and dried in a vacuum oven to afford 126.35 g (89%) (4-carbomethoxy... Starting materials: C(C)(C)(C)OC(CN1C(=NC2=C1C=CC=C2)SCCNC(=O)OC(C)(C)C)=O (tert-Butyl[2-(2-tert-butoxycarbonylamino-ethylsulfanyl)-benzoimidazol-1-yl]-acetate), C1CCOC1 (THF), Cl (HCl). Solvent: [OH-].[Na+] (NaOH), O (water). Conditions: time 7 hour. Yields the product C(C)(C)(C)OC(=O)NCCSC1=NC2=C(N1CC(=O)O)C=CC=C2 ([2-(2-tert-Butoxycarbonylamino-ethylsulfanyl)-benzoimidazol-1-yl]-acetic acid). The yield is 77.2%. RXN SMILES: C([O:5][C:6](=[O:28])[CH2:7][N:8]1[C:12]2[CH:13]=[CH:14][CH:15]=[CH:16][C:11]=2[N:10]=[C:9]1[S:17][CH2:18][CH2:19][NH:20][C:21]([O:23][C:24]([CH3:27])([CH3:26])[CH3:25])=[O:22])(C)(C)C.C1COCC1.Cl>[OH-].[Na+].O>[C:24]([O:23][C:21]([NH:20][CH2:19][CH2:18][S:17][C:9]1[N:8]([CH2:7][C:6]([OH:28])=[O:5])[C:12]2[CH:13]=[CH:14][CH:15]=[CH:16][C:11]=2[N:10]=1)=[O:22])([CH3:27])([CH3:25])[CH3:26] |f:3.4|. Procedure details: tert-Butyl[2-(2-tert-butoxycarbonylamino-ethylsulfanyl)-benzoimidazol-1-yl]-acetate (Precursor V-02b, 28.5 mg, 0.07 mmol) is suspended in 0.2 M aqueous NaOH (2.1 ml), THF (3.95 ml) is then added and the initially turbid suspension becomes a clear solution. After 7 h, 1M aqueous HCl solution (420 μl) is added. The solution is diluted with water (10 ml) and extracted with dichloromethane (15 ml). The organic phase is dried over MgSO4 filtered over a fritted funnel and the solvents are evaporated i... Reactants: FC1=CC=C(C=C1)N1C(C=2N(CC1)N=C(C2)CO)=O (5-(4-fluoro-phenyl)-2-hydroxymethyl-6,7-dihydro-5H-pyrazolo[1,5-a]pyrazin-4-one), ClC1=NC=CC=C1 (2-chloropyridine), C([O-])([O-])=O.[Cs+].[Cs+] (cesium carbonate), C1(=C(C=CC=C1)P(C(C)(C)C)C(C)(C)C)C1=CC=CC=C1 ((2-biphenylyl)di-tert-butylphosphine). Reagents/catalysts: C(C)(=O)[O-].[Pd+2].C(C)(=O)[O-] (Palladium (II) acetate). Solvent: C1(=CC=CC=C1)C (toluene). Conditions: temperature 120 celsius, time 16 hour. The product is FC1=CC=C(C=C1)N1C(C=2N(CC1)N=C(C2)COC2=NC=CC=C2)=O (5-(4-fluorophenyl)-2-(pyridin-2-yloxymethyl)-6,7-dihydro-5H-pyrazolo[1,5-a]pyrazin-4-one). The yield is 64752.6%. As a reaction SMILES: [F:1][C:2]1[CH:7]=[CH:6][C:5]([N:8]2[CH2:13][CH2:12][N:11]3[N:14]=[C:15]([CH2:17][OH:18])[CH:16]=[C:10]3[C:9]2=[O:19])=[CH:4][CH:3]=1.Cl[C:21]1[CH:26]=[CH:25][CH:24]=[CH:23][N:22]=1.C(=O)([O-])[O-].[Cs+].[Cs+].C1(C2C=CC=CC=2)C=CC=CC=1P(C(C)(C)C)C(C)(C)C>C1(C)C=CC=CC=1.C([O-])(=O)C.[Pd+2].C([O-])(=O)C>[F:1][C:2]1[CH:7]=[CH:6][C:5]([N:8]2[CH2:13][CH2:12][N:11]3[N:14]=[C:15]([CH2:17][O:18][C:21]4[CH:26]=[CH:25][CH:24]=[CH:23][N:22]=4)[CH:16]=[C:10]3[C:9]2=[O:19])=[CH:4][CH:3]=1 |f:2.3.4,7.8.9|. Procedure details: Palladium (II) acetate (9 mg, 0.038 mmol) was added to a stirred suspension of 5-(4-fluoro-phenyl)-2-hydroxymethyl-6,7-dihydro-5H-pyrazolo[1,5-a]pyrazin-4-one (0.74 g, 2.83 mmol), 2-chloropyridine (0.4 mL, 4.25 mmol), cesium carbonate (1.84 g, 5.66 mmol) and (2-biphenylyl)di-tert-butylphosphine (0.17 g, 5.66 mmol) in toluene (15 mL) in a sealed tube and under nitrogen. The mixture was stirred at 120° C. for 16 hours, then filtered through a pad of diatomaceous earth and washed with AcOEt. The so... The reactants are BrCC1=C(C(=O)OC)C=CN=C1Cl (methyl 3-(bromomethyl)-2-chloroisonicotinate), Cl.FC(COC1=CC=C(C=N1)C(C)N)(C(F)(F)F)F (1-(6-(2,2,3,3,3-pentafluoropropoxy)pyridin-3-yl)ethanamine hydrochloride). The product is ClC1=NC=CC2=C1CN(C2=O)C(C)C=2C=NC(=CC2)OCC(C(F)(F)F)(F)F (4-chloro-2-(1-(6-(2,2,3,3,3-pentafluoropropoxy)pyridin-3-yl)ethyl)-2,3-dihydro-1H-pyrrolo[3,4-c]pyridin-1-one). The yield is 56.0%. RXN SMILES: Br[CH2:2][C:3]1[C:12]([Cl:13])=[N:11][CH:10]=[CH:9][C:4]=1[C:5]([O:7]C)=O.Cl.[F:15][C:16]([F:32])([C:28]([F:31])([F:30])[F:29])[CH2:17][O:18][C:19]1[N:24]=[CH:23][C:22]([CH:25]([NH2:27])[CH3:26])=[CH:21][CH:20]=1>>[Cl:13][C:12]1[C:3]2[CH2:2][N:27]([CH:25]([C:22]3[CH:23]=[N:24][C:19]([O:18][CH2:17][C:16]([F:32])([F:15])[C:28]([F:29])([F:30])[F:31])=[CH:20][CH:21]=3)[CH3:26])[C:5](=[O:7])[C:4]=2[CH:9]=[CH:10][N:11]=1 |f:1.2|. Procedure details: The title compound is prepared in 56% yield (133 mg, colorless oil) from methyl 3-(bromomethyl)-2-chloroisonicotinate (150 mg, 0.57 mmol) and 1-(6-(2,2,3,3,3-pentafluoropropoxy)pyridin-3-yl)ethanamine hydrochloride (174 mg, 0.57 mmol, Amine-20, single enantiomer) in a similar manner to Intermediate-2.